From a dataset of the Open Reaction Database (ORD), a public repository of structured organic reaction records. describe an organic reaction: reactants, conditions, products, and yield Starting materials: Cl, C1COCCO1, CC(C)(C)OC(=O)N1CCN(C(=O)N2CCC(c3cccnc3)C2)c2ccccc21. Yields the product O=C(N1CCC(c2cccnc2)C1)N1CCNc2ccccc21. RXN SMILES: [ClH:31].[O:32]1[CH2:33][CH2:34][O:35][CH2:36][CH2:37]1.[n:1]1[cH:2][c:3]([CH:7]2[CH2:8][N:9]([C:12](=[O:13])[N:14]3[CH2:15][CH2:16][N:17]([C:24]([O:25][C:26]([CH3:27])([CH3:28])[CH3:29])=[O:30])[c:18]4[cH:19][cH:20][cH:21][cH:22][c:23]43)[CH2:10][CH2:11]2)[cH:4][cH:5][cH:6]1>>[n:1]1[cH:2][c:3]([CH:7]2[CH2:8][N:9]([C:12](=[O:13])[N:14]3[CH2:15][CH2:16][NH:17][c:18]4[cH:19][cH:20][cH:21][cH:22][c:23]43)[CH2:10][CH2:11]2)[cH:4][cH:5][cH:6]1.